Task: describe an organic reaction: reactants, conditions, products, and yield. Dataset: the Open Reaction Database (ORD), a public repository of structured organic reaction records Starting materials: ClCCl, COc1ccccc1N1CCN(CCC(C(=O)C2CCCCC2)c2ccccc2)CC1. Product: COc1ccccc1N1CCN(CCC(c2ccccc2)C(O)C2CCCCC2)CC1. RXN SMILES: [CH2:32]([Cl:33])[Cl:34].[CH3:1][O:2][c:3]1[c:4]([N:9]2[CH2:10][CH2:11][N:12]([CH2:15][CH2:16][CH:17]([c:18]3[cH:19][cH:20][cH:21][cH:22][cH:23]3)[C:24](=[O:25])[CH:26]3[CH2:27][CH2:28][CH2:29][CH2:30][CH2:31]3)[CH2:13][CH2:14]2)[cH:5][cH:6][cH:7][cH:8]1>>[CH3:1][O:2][c:3]1[c:4]([N:9]2[CH2:10][CH2:11][N:12]([CH2:15][CH2:16][CH:17]([c:18]3[cH:19][cH:20][cH:21][cH:22][cH:23]3)[CH:24]([OH:25])[CH:26]3[CH2:27][CH2:28][CH2:29][CH2:30][CH2:31]3)[CH2:13][CH2:14]2)[cH:5][cH:6][cH:7][cH:8]1. The reactants are CO, COC(=O)C1(C(C)OC(C)=O)CCN(Cc2ccccc2)C1, Cl. Reaction SMILES: [CH3:24][OH:25].[CH3:2][O:3][C:4](=[O:5])[C:6]1([CH:18]([CH3:19])[O:20][C:21](=[O:22])[CH3:23])[CH2:7][N:8]([CH2:11][c:12]2[cH:13][cH:14][cH:15][cH:16][cH:17]2)[CH2:9][CH2:10]1.[ClH:1]>>[CH3:2][O:3][C:4](=[O:5])[C:6]1([CH:18]([CH3:19])[OH:20])[CH2:7][N:8]([CH2:11][c:12]2[cH:13][cH:14][cH:15][cH:16][cH:17]2)[CH2:9][CH2:10]1. The product is COC(=O)C1(C(C)O)CCN(Cc2ccccc2)C1. Starting materials: NC[C@H](O[Si](C)(C)C(C)(C)C)C1=C2C=CC(NC2=C(C=C1)O)=O ((R)-5-[2-Amino-1-[(tert-butyldimethylsilyl)oxy]ethyl]-8-hydroxyquinolin-2(1H)-one), N(=[N+]=[N-])C[C@H](O[Si](C)(C)C(C)(C)C)C=1C=CC(=C(C1)NC=O)OCC1=CC=CC=C1 ((R)—N-[5-[2-Azido-1-[(tert-butyldimethylsilyl)oxy]ethyl]-2-(benzyloxy)phenyl]formamide), C15H27N2O3Si. Yields the product NC[C@H](O[Si](C)(C)C(C)(C)C)C=1C=CC(=C(C1)NC=O)O ((R)—N-[5-[2-Amino-1-[(tert-butyldimethylsilyl)oxy]ethyl]-2-hydroxyphenyl]formamide). RXN SMILES: [NH2:1][CH2:2][C@@H:3]([C:12]1[CH:21]=[CH:20][C:19]([OH:22])=[C:18]2[C:13]=1C=C[C:16](=[O:23])[NH:17]2)[O:4][Si:5]([C:8]([CH3:11])([CH3:10])[CH3:9])([CH3:7])[CH3:6].N(C[C@@H](C1C=CC(OCC2C=CC=CC=2)=C(NC=O)C=1)O[Si](C(C)(C)C)(C)C)=[N+]=[N-]>>[NH2:1][CH2:2][C@@H:3]([C:12]1[CH:21]=[CH:20][C:19]([OH:22])=[C:18]([NH:17][CH:16]=[O:23])[CH:13]=1)[O:4][Si:5]([C:8]([CH3:11])([CH3:10])[CH3:9])([CH3:7])[CH3:6]. Reported procedure: The title compound was synthesized in a manner analogous to that described for Intermediate 2, using Intermediate 11 in place of Intermediate 1. ES/MS calcd. C15H27N2O3Si+ 311.2. found m/z=311 (M+H)+ Starting materials: [Br-], CCCCCCCCBr, CCCC[P+](CCCC)(CCCC)CCCC, COC(=O)OC, CN(C)C=O. Yields the product CCCCCCCCOC(=O)OC. As a reaction SMILES: [Br-:16].[Br:1][CH2:2][CH2:3][CH2:4][CH2:5][CH2:6][CH2:7][CH2:8][CH3:9].[CH2:17]([P+:18]([CH2:19][CH2:20][CH2:21][CH3:22])([CH2:23][CH2:24][CH2:25][CH3:26])[CH2:27][CH2:28][CH2:29][CH3:30])[CH2:31][CH2:32][CH3:33].[CH3:10][O:11][C:12](=[O:13])[O:14][CH3:15].[CH3:34][N:35]([CH3:36])[CH:37]=[O:38]>>[CH2:2]([CH2:3][CH2:4][CH2:5][CH2:6][CH2:7][CH2:8][CH3:9])[O:14][C:12]([O:11][CH3:10])=[O:13]. Reactants: BrC=1N=CC(=NC1C=1OC=CC1)N (5-bromo-6-furan-2-ylpyrazin-2-ylamine), CSC1=NC=CC(=N1)[Sn](C)(C)C (2-methylsulfanyl-4-trimethylstannanylpyrimidine). Reagents/catalysts: C1=CC=C(C=C1)P(C2=CC=CC=C2)C3=CC=CC=C3.C1=CC=C(C=C1)P(C2=CC=CC=C2)C3=CC=CC=C3.Cl[Pd]Cl (bis-(triphenylphosphin)palladium (II) chloride). Solvent: CN(C=O)C (dimethylformamide). Conditions: temperature 150 celsius. Yields the product O1C(=CC=C1)C1=C(N=CC(=N1)N)C1=NC(=NC=C1)SC (6-(2-Furyl)-5-[2-(methylthio)pyrimidin-4-yl]pyrazin-2-amine). The yield is 47.0%. Reaction SMILES: Br[C:2]1[N:3]=[CH:4][C:5]([NH2:13])=[N:6][C:7]=1[C:8]1[O:9][CH:10]=[CH:11][CH:12]=1.[CH3:14][S:15][C:16]1[N:21]=[C:20]([Sn](C)(C)C)[CH:19]=[CH:18][N:17]=1>C1C=CC(P(C2C=CC=CC=2)C2C=CC=CC=2)=CC=1.C1C=CC(P(C2C=CC=CC=2)C2C=CC=CC=2)=CC=1.Cl[Pd]Cl.CN(C)C=O>[O:9]1[CH:10]=[CH:11][CH:12]=[C:8]1[C:7]1[N:6]=[C:5]([NH2:13])[CH:4]=[N:3][C:2]=1[C:18]1[CH:19]=[CH:20][N:21]=[C:16]([S:15][CH3:14])[N:17]=1 |f:2.3.4|. Procedure details: A microwave oven reactor was charged with 5-bromo-6-furan-2-ylpyrazin-2-ylamine (Preparation 2, 220 mg, 0.91 mmol), 2-methylsulfanyl-4-trimethylstannanylpyrimidine* (500 mg, 1.74 mmol), bis-(triphenylphosphin)palladium (II) chloride (60 mg, 0.08 mmol) and dimethylformamide (2.5 mL). The mixture was heated at 150° C. for 10 min in the microwave oven, then cooled, partitioned between water and ethyl acetate, the aqueous phase extracted twice with ethyl acetate, the organic layers washed with brine...